Dataset: the Open Reaction Database (ORD), a public repository of structured organic reaction records. Task: describe an organic reaction: reactants, conditions, products, and yield Reactants: ClC=1N(C2=CC=CC=C2C1C=O)C1=CC=CC=C1 (2-Chloro-1-phenyl-1H-indole-3-carboxaldehyde), N1CCOCC1 (morpholine). Product: N1(CCOCC1)C=1N(C2=CC=CC=C2C1C=O)C1=CC=CC=C1 (2-(morpholin-4-yl)-1-phenyl-1H-indole-3-carboxaldehyde). As a reaction SMILES: Cl[C:2]1[N:3]([C:13]2[CH:18]=[CH:17][CH:16]=[CH:15][CH:14]=2)[C:4]2[C:9]([C:10]=1[CH:11]=[O:12])=[CH:8][CH:7]=[CH:6][CH:5]=2.[NH:19]1[CH2:24][CH2:23][O:22][CH2:21][CH2:20]1>>[N:19]1([C:2]2[N:3]([C:13]3[CH:18]=[CH:17][CH:16]=[CH:15][CH:14]=3)[C:4]3[C:9]([C:10]=2[CH:11]=[O:12])=[CH:8][CH:7]=[CH:6][CH:5]=3)[CH2:24][CH2:23][O:22][CH2:21][CH2:20]1. Procedure details: 2-Chloro-1-phenyl-1H-indole-3-carboxaldehyde is reacted with morpholine as described in Step 2 of Example 29 to afford 2-(morpholin-4-yl)-1-phenyl-1H-indole-3-carboxaldehyde (885 yield) as a fluffy, creamy solid. ESI/MS 307 (M+H); RT 2.99 min; NMR 10.15 (1H, s); 8.14 (1H, d, J=6 Hz); 7.69 (5H, m); 7.22 (2H, m); 6.94 (1H, d, J=9 Hz); 3.45 (4H, m); 3.28 (4H, m). The reactants are S1C(=CC=C1)S(=O)(=O)NC=1C=CC=C2C=C(NC12)C=1SC(=CN1)CN1CCN(CC1)CC(=O)OCC (ethyl {4-[(2-{7-[(2-thienylsulfonyl)amino]-1H-indol-2-yl}-1,3-thiazol-5-yl)methyl]piperazin-1-yl}acetate), [OH-].[Na+] (sodium hydroxide), C(CC(O)(C(=O)O)CC(=O)O)(=O)O (citric acid), [Cl-].[Na+] (sodium chloride). The solvent is CO (methanol), O1CCCC1 (tetrahydrofuran), O1CCCC1 (tetrahydrofuran), C(C)(=O)OCC (ethyl acetate). Run at temperature 50 celsius, time 2 hour. Product: S1C(=CC=C1)S(=O)(=O)NC=1C=CC=C2C=C(NC12)C=1SC(=CN1)CN1CCN(CC1)CC(=O)O ({4-[(2-{7-[(2-thienylsulfonyl)amino]-1H-indol-2-yl}-1,3-thiazol-5-yl)methyl]piperazin-1-yl}acetic acid). Isolated yield 75.9%. As a reaction SMILES: [S:1]1[CH:5]=[CH:4][CH:3]=[C:2]1[S:6]([NH:9][C:10]1[CH:11]=[CH:12][CH:13]=[C:14]2[C:18]=1[NH:17][C:16]([C:19]1[S:20][C:21]([CH2:24][N:25]3[CH2:30][CH2:29][N:28]([CH2:31][C:32]([O:34]CC)=[O:33])[CH2:27][CH2:26]3)=[CH:22][N:23]=1)=[CH:15]2)(=[O:8])=[O:7].[OH-].[Na+].C(O)(=O)CC(CC(O)=O)(C(O)=O)O.[Cl-].[Na+]>O1CCCC1.C(OCC)(=O)C.CO>[S:1]1[CH:5]=[CH:4][CH:3]=[C:2]1[S:6]([NH:9][C:10]1[CH:11]=[CH:12][CH:13]=[C:14]2[C:18]=1[NH:17][C:16]([C:19]1[S:20][C:21]([CH2:24][N:25]3[CH2:30][CH2:29][N:28]([CH2:31][C:32]([OH:34])=[O:33])[CH2:27][CH2:26]3)=[CH:22][N:23]=1)=[CH:15]2)(=[O:7])=[O:8] |f:1.2,4.5|. Procedure details: To a solution of ethyl {4-[(2-{7-[(2-thienylsulfonyl)amino]-1H-indol-2-yl}-1,3-thiazol-5-yl)methyl]piperazin-1-yl}acetate (0.500 g) in a mixed solvent of tetrahydrofuran (15 ml) and methanol (5 ml) was added 2N aqueous sodium hydroxide solution (1.5 ml), and the mixture was stirred at 50° C. for 2 hr. 10% Aqueous citric acid solution, ethyl acetate, sodium chloride and tetrahydrofuran were successively added to the reaction solution, and the precipitated crystals were collected by filtration, wa... Reactants: [Na] (Sodium), BrCC(=O)OCC1=CC=CC=C1 (benzyl bromoacetate). The reagents and catalysts are [Br-].C(CCC)[N+](CCCC)(CCCC)CCCC (tetra-n-butyl ammonium bromide). The solvent is C1(=CC=CC=C1)C (toluene). Yields the product CCCCCC.CCOCC (hexane ether). The yield is 141.0%. RXN SMILES: [Na].Br[CH2:3][C:4]([O:6][CH2:7][C:8]1[CH:13]=[CH:12][CH:11]=[CH:10][CH:9]=1)=O>C1(C)C=CC=CC=1.[Br-].C([N+](CCCC)(CCCC)CCCC)CCC>[CH3:12][CH2:13][CH2:8][CH2:9][CH2:10][CH3:11].[CH3:3][CH2:4][O:6][CH2:7][CH3:8] |f:3.4,5.6,^1:0|. Procedure details: Sodium salt H-1a (1.13 g; 3.15 mmol) was suspended in 5 mL dry toluene and tetra-n-butyl ammonium bromide (0.10 g; 0.3 mmol) and benzyl bromoacetate (0.79 g; 3.45 mmol) were added and the solution was refluxed for 24 h. The solvent was removed and methylene chloride added to the residue. The solution was filtered through silica gel, the filtrate was evaporated and the crude product E-1k purified by flash chromatography using silica gel and a hexane/ether gradient (0.39 g; 26% yield). 1H NMR (CDC...